Dataset: the Open Reaction Database (ORD), a public repository of structured organic reaction records. Task: describe an organic reaction: reactants, conditions, products, and yield Reactants: C1(CCC1)C1=NC(=C2C(=NC=NN21)N)C2=CC=C1C=CC(=NC1=C2)C2=CC=CC=C2 (7-Cyclobutyl-5-(2-phenyl-quinolin-7-yl)-imidazo[5,1-f][1,2,4]triazin-4-ylamine), N1=C(C=CC=C1)C1=NC2=CC(=CC=C2C=C1)B1OC(C(O1)(C)C)(C)C (2-pyridin-2-yl-7-(4,4,5,5-tetramethyl-[1,3,2]dioxaborolan-2-yl)-quinoline), ( 100 ). Product: C1(CCC1)C1=NC(=C2C(=NC=NN21)N)C2=CC=C1C=CC(=NC1=C2)C2=NC=CC=C2 (7-Cyclobutyl-5-(2-pyridin-2-yl-quinolin-7-yl)-imidazo[5,1-f][1,2,4]triazin-4-ylamine). As a reaction SMILES: [CH:1]1([C:5]2[N:13]3[C:8]([C:9]([NH2:14])=[N:10][CH:11]=[N:12]3)=[C:7]([C:15]3[CH:24]=[C:23]4[C:18]([CH:19]=[CH:20][C:21]([C:25]5C=[CH:29][CH:28]=[CH:27][CH:26]=5)=[N:22]4)=[CH:17][CH:16]=3)[N:6]=2)[CH2:4][CH2:3][CH2:2]1.[N:31]1C=CC=CC=1C1C=CC2C(=CC(B3OC(C)(C)C(C)(C)O3)=CC=2)N=1>>[CH:1]1([C:5]2[N:13]3[C:8]([C:9]([NH2:14])=[N:10][CH:11]=[N:12]3)=[C:7]([C:15]3[CH:24]=[C:23]4[C:18]([CH:19]=[CH:20][C:21]([C:25]5[CH:26]=[CH:27][CH:28]=[CH:29][N:31]=5)=[N:22]4)=[CH:17][CH:16]=3)[N:6]=2)[CH2:4][CH2:3][CH2:2]1. Reported procedure: 7-Cyclobutyl-5-(2-pyridin-2-yl-quinolin-7-yl)-imidazo[5,1-f][1,2,4]triazin-4-ylamine was prepared using the same procedures described as described for 7-Cyclobutyl-5-(2-phenyl-quinolin-7-yl)-imidazo[5,1-f][1,2,4]triazin-4-ylamine, except 2-pyridin-2-yl-7-(4,4,5,5-tetramethyl-[1,3,2]dioxaborolan-2-yl)-quinoline was used in place of 2-phenyl-7-(4,4,5,5-tetramethyl-[1,3,2]dioxaborolan-2-yl)-quinoline; 1H NMR (DMSO-d6, 400 MHz) δ 1.88-2.00 (m, 1H), 2.02-2.16 (m, 1H); 2.32-2.44 (m, 2H); 2.44-2.58 (m,...